From a dataset of the Open Reaction Database (ORD), a public repository of structured organic reaction records. describe an organic reaction: reactants, conditions, products, and yield The reactants are CC(C)O, CCOC(=O)c1c(C(F)(F)F)cc(C(F)(F)F)nc1N, NN, O. The product is NNC(=O)c1c(C(F)(F)F)cc(C(F)(F)F)nc1N. As a reaction SMILES: [CH:24]([OH:25])([CH3:26])[CH3:27].[NH2:1][c:2]1[c:3]([C:4](=[O:5])[O:6][CH2:7][CH3:8])[c:9]([C:17]([F:18])([F:19])[F:20])[cH:10][c:11]([C:13]([F:14])([F:15])[F:16])[n:12]1.[NH2:22][NH2:23].[OH2:21]>>[NH2:1][c:2]1[c:3]([C:4](=[O:5])[NH:22][NH2:23])[c:9]([C:17]([F:18])([F:19])[F:20])[cH:10][c:11]([C:13]([F:14])([F:15])[F:16])[n:12]1. Starting materials: CC(=O)Nc1ccc2c(c1)nc(C(C)(C)C)n2CC1CCC(F)CC1, CCO, Cl. The product is CC(C)(C)c1nc2cc(N)ccc2n1CC1CCC(F)CC1. As a reaction SMILES: [C:1]([CH3:2])([CH3:3])([CH3:4])[c:5]1[n:6][c:7]2[c:8]([n:9]1[CH2:10][CH:11]1[CH2:12][CH2:13][CH:14]([F:17])[CH2:15][CH2:16]1)[cH:18][cH:19][c:20]([NH:22][C:23](=[O:24])[CH3:25])[cH:21]2.[CH3:27][CH2:28][OH:29].[ClH:26]>>[C:1]([CH3:2])([CH3:3])([CH3:4])[c:5]1[n:6][c:7]2[c:8]([n:9]1[CH2:10][CH:11]1[CH2:12][CH2:13][CH:14]([F:17])[CH2:15][CH2:16]1)[cH:18][cH:19][c:20]([NH2:22])[cH:21]2. As a reaction SMILES: [F:1][C:2]1[CH:7]=[CH:6][CH:5]=[CH:4][C:3]=1[C:8]1[CH:9]=[CH:10][C:11]2[N:12]([CH:14]=[C:15]([C:17]3[CH:18]=[N:19][C:20]([CH3:26])=[C:21]([N+:23]([O-])=O)[CH:22]=3)[N:16]=2)[N:13]=1.CC(O)=O.N1C=CC=CC=1.[CH3:37][C:38]([CH3:43])([CH3:42])[C:39](Cl)=[O:40]>C(O)C.O.[Fe]>[F:1][C:2]1[CH:7]=[CH:6][CH:5]=[CH:4][C:3]=1[C:8]1[CH:9]=[CH:10][C:11]2[N:12]([CH:14]=[C:15]([C:17]3[CH:22]=[C:21]([NH:23][C:39](=[O:40])[C:38]([CH3:43])([CH3:42])[CH3:37])[C:20]([CH3:26])=[N:19][CH:18]=3)[N:16]=2)[N:13]=1. The reagents and catalysts are [Fe] (iron). Reported procedure: To a solution of 6-(2-fluorophenyl)-2-(6-methyl-5-nitropyridin-3-yl)imidazo[1,2-b]pyridazine (0.016 g, 0.0458 mmol) in ethanol (3 mL) and water (1 mL) containing AcOH (0.274 mmol) is added iron (0.013 g, 0.229 mmol). The mixture is heated at 80° C. for 2 hours. The mixture is concentrated under reduced pressure and sat. aqueous NaHCO3 (10 mL) is added. The mixture is extracted with EtOAc (20 mL). Organic layer is collected and concentrated to dryness. Crude amine is taken up in acetonitrile (3 m... Product: FC1=C(C=CC=C1)C=1C=CC=2N(N1)C=C(N2)C=2C=C(C(=NC2)C)NC(C(C)(C)C)=O (N-(5-(6-(2-fluorophenyl)imidazo[1,2-b]pyridazin-2-yl)-2-methylpyridin-3-yl)pivalamide). Run in C(C)O (ethanol), O (water). The yield is 43.3%. Conditions: temperature 80 celsius, time 4 hour. Starting materials: FC1=C(C=CC=C1)C=1C=CC=2N(N1)C=C(N2)C=2C=NC(=C(C2)[N+](=O)[O-])C (6-(2-fluorophenyl)-2-(6-methyl-5-nitropyridin-3-yl)imidazo[1,2-b]pyridazine), CC(=O)O (AcOH), CC(C(=O)Cl)(C)C (trimethylacetylchloride), N1=CC=CC=C1 (pyridine). Starting materials: CCCC[N+](CCCC)(CCCC)CCCC, ClCCl, Cc1cc(F)ccc1CCl, N#C[K], [Na+], [OH-], O, O=S(=O)([O-])O. Yields the product Cc1cc(F)ccc1CC#N. As a reaction SMILES: [CH2:25]([N+:26]([CH2:27][CH2:28][CH2:29][CH3:30])([CH2:31][CH2:32][CH2:33][CH3:34])[CH2:35][CH2:36][CH2:37][CH3:38])[CH2:39][CH2:40][CH3:41].[Cl:17][CH2:18][Cl:19].[Cl:1][CH2:2][c:3]1[c:4]([CH3:10])[cH:5][c:6]([F:9])[cH:7][cH:8]1.[K:14][C:15]#[N:16].[Na+:12].[OH-:11].[OH2:13].[S:20]([O-:21])([OH:22])(=[O:23])=[O:24]>>[CH2:2]([c:3]1[c:4]([CH3:10])[cH:5][c:6]([F:9])[cH:7][cH:8]1)[C:15]#[N:16]. Starting materials: O=C=NCc1ccccc1, CCOC(N)=O, CC(C)C1OCCN1CCO. Product: CCOC(=O)N(Cc1ccccc1)N1CCOC1C(C)C. As a reaction SMILES: [CH2:1]([c:2]1[cH:3][cH:4][cH:5][cH:6][cH:7]1)[N:8]=[C:9]=[O:10].[CH3:22][CH2:23][O:24][C:25](=[O:26])[NH2:27].[CH:11]([CH3:12])([CH3:13])[CH:14]1[O:15][CH2:16][CH2:17][N:18]1[CH2:19][CH2:20][OH:21]>>[CH2:1]([c:2]1[cH:3][cH:4][cH:5][cH:6][cH:7]1)[N:8]([C:9](=[O:10])[O:24][CH2:23][CH3:22])[N:18]1[CH:14]([CH:11]([CH3:12])[CH3:13])[O:15][CH2:16][CH2:17]1.